From a dataset of the Open Reaction Database (ORD), a public repository of structured organic reaction records. describe an organic reaction: reactants, conditions, products, and yield Starting materials: ClC1=C(C(=CC=C1)C)O (2-chloro-6-methylphenol), C(C)(C)C1=CC=C(CCl)C=C1 (4-isopropylbenzyl chloride), O (water). Solvent: C(Cl)(Cl)Cl (chloroform). Conditions: temperature 60 celsius, time 5.5 hour. The product is ClC1=C(C(=CC(=C1)CC1=CC=C(C=C1)C(C)C)C)O (2-chloro-6-methyl-4-(4'-isopropylbenzyl)-phenol). As a reaction SMILES: [Cl:1][C:2]1[CH:7]=[CH:6][CH:5]=[C:4]([CH3:8])[C:3]=1[OH:9].[CH:10]([C:13]1[CH:20]=[CH:19][C:16]([CH2:17]Cl)=[CH:15][CH:14]=1)([CH3:12])[CH3:11].O>C(Cl)(Cl)Cl>[Cl:1][C:2]1[CH:7]=[C:6]([CH2:17][C:16]2[CH:19]=[CH:20][C:13]([CH:10]([CH3:12])[CH3:11])=[CH:14][CH:15]=2)[CH:5]=[C:4]([CH3:8])[C:3]=1[OH:9]. Procedure details: 85.8 g (0.6 mol) 2-chloro-6-methylphenol and 33.8 g (0.2 mol) 4-isopropylbenzyl chloride, dissolved in 160 ml chloroform, are reacted with 18 g water-free zinc chloride. At a bath temperature of 60° C. the reaction mixture is stirred 5-6 h, and then washed three times each with 150 ml water for the purpose of removing excess zinc chloride, dried across sodium sulfate and subjected to a driving-off of the solvent chloroform in a vacuum. Reactants: Fc1cnccc1-c1cc2[nH]c(=S)[nH]c2nc1-c1cccnc1, [H-], CI, [Na+], CN(C)C=O. Product: CSc1nc2cc(-c3ccncc3F)c(-c3cccnc3)nc2[nH]1. RXN SMILES: [F:3][c:4]1[cH:5][n:6][cH:7][cH:8][c:9]1-[c:10]1[cH:11][c:12]2[c:13]([n:14][c:15]1-[c:16]1[cH:17][n:18][cH:19][cH:20][cH:21]1)[nH:22][c:23](=[S:25])[nH:24]2.[H-:1].[I:26][CH3:27].[Na+:2].[O:28]=[CH:29][N:30]([CH3:31])[CH3:32]>>[F:3][c:4]1[cH:5][n:6][cH:7][cH:8][c:9]1-[c:10]1[cH:11][c:12]2[c:13]([n:14][c:15]1-[c:16]1[cH:17][n:18][cH:19][cH:20][cH:21]1)[nH:22][c:23]([S:25][CH3:27])[n:24]2. The reactants are BrC=1C=C2CCC=3N(C2=CC1)C=NN3 (7-bromo-4,5-dihydro[1,2,4]triazolo[4,3-a]quinoline), C1(CC1)C1=NOC(=N1)C1(CC1)C=1C=C(C=NC1)B(O)O ({5-[1-(3-cyclopropyl-1,2,4-oxadiazol-5-yl)cyclopropyl]-3-pyridinyl}boronic acid), C([O-])([O-])=O.[K+].[K+] (potassium carbonate), C(C)(C)(C)O (tert-butanol). Reagents/catalysts: CC(C)(C)P(C1=CC=C(C=C1)N(C)C)C(C)(C)C.CC(C)(C)P(C1=CC=C(C=C1)N(C)C)C(C)(C)C.Cl[Pd]Cl (bis(di-tert-butyl(4-dimethylaminophenyl)phosphine)dichloropalladium(II)). Run in O (water). Conditions: temperature 80 celsius. The product is C1(CC1)C1=NOC(=N1)C1(CC1)C=1C=C(C=NC1)C=1C=C2CCC=3N(C2=CC1)C=NN3 (7-{5-[1(3-cyclopropyl-1,2,4-oxadiazol-5-yl)cyclopropyl]-3-pyridinyl}-4,5-dihydro[1,2,4]triazolo[4,3-a]quinoline). Reaction SMILES: Br[C:2]1[CH:3]=[C:4]2[C:9](=[CH:10][CH:11]=1)[N:8]1[CH:12]=[N:13][N:14]=[C:7]1[CH2:6][CH2:5]2.[CH:15]1([C:18]2[N:22]=[C:21]([C:23]3([C:26]4[CH:27]=[C:28](B(O)O)[CH:29]=[N:30][CH:31]=4)[CH2:25][CH2:24]3)[O:20][N:19]=2)[CH2:17][CH2:16]1.C(=O)([O-])[O-].[K+].[K+].C(O)(C)(C)C>CC(P(C(C)(C)C)C1C=CC(N(C)C)=CC=1)(C)C.CC(P(C(C)(C)C)C1C=CC(N(C)C)=CC=1)(C)C.Cl[Pd]Cl.O>[CH:15]1([C:18]2[N:22]=[C:21]([C:23]3([C:26]4[CH:27]=[C:28]([C:2]5[CH:3]=[C:4]6[C:9](=[CH:10][CH:11]=5)[N:8]5[CH:12]=[N:13][N:14]=[C:7]5[CH2:6][CH2:5]6)[CH:29]=[N:30][CH:31]=4)[CH2:25][CH2:24]3)[O:20][N:19]=2)[CH2:17][CH2:16]1 |f:2.3.4,6.7.8|. Procedure details: To a vial containing the title compound from Example 22 Step B (0.025 g, 0.100 mmol), the title compound from Example 72 Step C (0.027 g, 0.100 mmol), bis(di-tert-butyl(4-dimethylaminophenyl)phosphine)dichloropalladium(II) (1.4 mg, 2.0 μmol), and potassium carbonate (0.041 g, 0.300 mmol) were added tert-butanol (1.1 mL) and water (0.14 mL). The vial was flushed with nitrogen, sealed tightly and heated to 80° C. overnight. The reaction solution was then cooled to room temperature and concentrated... Starting materials: O (water), CS(=O)C=1SC2=C(N1)C=CC(=C2)CC2=CN=C1N2N=C(C=C1)C#N (3-((2-(methylsulfinyl)benzo[d]thiazol-6-yl)methyl)imidazo[1,2-b]pyridazine-6-carbonitrile), N[C@H]1[C@@H](CCCC1)O ((1R,2R)-2-aminocyclohexanol), CCN(C(C)C)C(C)C (DIEA). The solvent is CN1CCCC1=O (NMP). Conditions: temperature 135 celsius, time 8 hour. Yields the product O[C@H]1[C@@H](CCCC1)NC=1SC2=C(N1)C=CC(=C2)CC2=CN=C1N2N=C(C=C1)C#N (3-((2-(((1R,2R)-2-hydroxycyclohexyl)amino)benzo[d]thiazol-6-yl)methyl)imidazo[1,2-b]pyridazine-6-carbonitrile). Yield: 27.5%. RXN SMILES: CS([C:4]1[S:5][C:6]2[CH:12]=[C:11]([CH2:13][C:14]3[N:18]4[N:19]=[C:20]([C:23]#[N:24])[CH:21]=[CH:22][C:17]4=[N:16][CH:15]=3)[CH:10]=[CH:9][C:7]=2[N:8]=1)=O.[NH2:25][C@@H:26]1[CH2:31][CH2:30][CH2:29][CH2:28][C@H:27]1[OH:32].CCN(C(C)C)C(C)C.O>CN1C(=O)CCC1>[OH:32][C@@H:27]1[CH2:28][CH2:29][CH2:30][CH2:31][C@H:26]1[NH:25][C:4]1[S:5][C:6]2[CH:12]=[C:11]([CH2:13][C:14]3[N:18]4[N:19]=[C:20]([C:23]#[N:24])[CH:21]=[CH:22][C:17]4=[N:16][CH:15]=3)[CH:10]=[CH:9][C:7]=2[N:8]=1. Reported procedure: A mixture of 3-((2-(methylsulfinyl)benzo[d]thiazol-6-yl)methyl)imidazo[1,2-b]pyridazine-6-carbonitrile (300 mg, 0.9 mmol), (1R,2R)-2-aminocyclohexanol (293 mg, 2.5 mmol) and DIEA (219 mg, 1.7 mmol) in NMP (16 mL) was stirred at 135° C. overnight. The mixture was cooled to rt and water (40 mL) was added. The mixture was extracted with EtOAc (3×30 mL). The combined organic layers were washed with brine, dried over Na2SO4, filtered and concentrated under reduced pressure. The residue was purified b... Starting materials: COC(=O)c1ccc(C)c(-n2cnc3ccc(OC)cc3c2=O)c1, CO, Cl, [Na+], [OH-], O. Product: COc1ccc2ncn(-c3cc(C(=O)O)ccc3C)c(=O)c2c1. RXN SMILES: [CH3:1][O:2][c:3]1[cH:4][c:5]2[c:6](=[O:24])[n:7](-[c:13]3[cH:14][c:15]([C:16](=[O:17])[O:18][CH3:19])[cH:20][cH:21][c:22]3[CH3:23])[cH:8][n:9][c:10]2[cH:11][cH:12]1.[CH3:28][OH:29].[ClH:27].[Na+:26].[OH-:25].[OH2:30]>>[CH3:1][O:2][c:3]1[cH:4][c:5]2[c:6](=[O:24])[n:7](-[c:13]3[cH:14][c:15]([C:16](=[O:17])[OH:18])[cH:20][cH:21][c:22]3[CH3:23])[cH:8][n:9][c:10]2[cH:11][cH:12]1. The reactants are O=C(OCc1ccccc1)N1CCN(c2nc3ccccc3o2)CC1, CC(=O)O, ClI. The product is O=C(OCc1ccccc1)N1CCN(c2nc3cc(I)ccc3o2)CC1. RXN SMILES: [CH2:1]([c:2]1[cH:3][cH:4][cH:5][cH:6][cH:7]1)[O:8][C:9](=[O:10])[N:11]1[CH2:12][CH2:13][N:14]([c:17]2[o:18][c:19]3[c:20]([n:21]2)[cH:22][cH:23][cH:24][cH:25]3)[CH2:15][CH2:16]1.[CH3:28][C:29](=[O:30])[OH:31].[I:26][Cl:27]>>[CH2:1]([c:2]1[cH:3][cH:4][cH:5][cH:6][cH:7]1)[O:8][C:9](=[O:10])[N:11]1[CH2:12][CH2:13][N:14]([c:17]2[o:18][c:19]3[c:20]([n:21]2)[cH:22][c:23]([I:26])[cH:24][cH:25]3)[CH2:15][CH2:16]1. Reactants: O (water), P(O)(O)(O)=O (phosphoric acid), O (water), C(C1=CC=CC=C1)N(CCN(C(C(F)(F)F)=O)C1=C2C(=CNC2=CC=C1)Cl)C(C(F)(F)F)=O (N-[2-(benzyl-trifluoroacetyl-amino)-ethyl]-2,2,2-trifluoro-N-(3-chloro-1H-indol-4-yl)acetamide). Run in C(C)(=O)O (acetic acid). Reaction conditions: temperature 77.5 celsius. The product is C(C1=CC=CC=C1)N(CCN(C(C(F)(F)F)=O)C1=C2CC(NC2=CC=C1)=O)C(C(F)(F)F)=O (N-[2-(Benzyl-trifluoroacetyl-amino)-ethyl]-2,2,2-trifluoro-N-(2-oxo-2,3-dihydro-1H-indol-4-yl)-acetamide). Isolated yield 23.0%. RXN SMILES: [CH2:1]([N:8]([C:28](=[O:33])[C:29]([F:32])([F:31])[F:30])[CH2:9][CH2:10][N:11]([C:18]1[CH:26]=[CH:25][CH:24]=[C:23]2[C:19]=1[C:20](Cl)=[CH:21][NH:22]2)[C:12](=[O:17])[C:13]([F:16])([F:15])[F:14])[C:2]1[CH:7]=[CH:6][CH:5]=[CH:4][CH:3]=1.P(=O)(O)(O)[OH:35].O>C(O)(=O)C>[CH2:1]([N:8]([C:28](=[O:33])[C:29]([F:32])([F:31])[F:30])[CH2:9][CH2:10][N:11]([C:18]1[CH:26]=[CH:25][CH:24]=[C:23]2[C:19]=1[CH2:20][C:21](=[O:35])[NH:22]2)[C:12](=[O:17])[C:13]([F:16])([F:15])[F:14])[C:2]1[CH:7]=[CH:6][CH:5]=[CH:4][CH:3]=1. Procedure: To a solution of N-[2-(benzyl-trifluoroacetyl-amino)-ethyl]-2,2,2-trifluoro-N-(3-chloro-1H-indol-4-yl)acetamide (1.4 g, 2.85 mmol) in acetic acid (18 mL) was added a mixture of 85% phosphoric acid (10 mL) and water (3 mL). The reaction was heated at 75-80° C. for 16 hours. The mixture was poured into water (100 mL) and the crude product crystallized as a solid. After filtration, the solids were dissolved in ethyl acetate (100 mL), washed with water (50 mL), saturated sodium bicarbonate solution ...